Dataset: the Open Reaction Database (ORD), a public repository of structured organic reaction records. Task: describe an organic reaction: reactants, conditions, products, and yield Starting materials: BrC=1C=C(C2=C(CC(S(O2)(=O)=O)C)C1)S(=O)(=O)N (6-bromo-3,4-dihydro-2,2-dioxo-3-methyl-1,2-benzoxathiin-8-ylsulfonamide), C(C)(=O)[O-].[Na+] (sodium acetate). Reagents/catalysts: [Pd] (palladium on carbon). Solvent: O1CCCC1 (tetrahydrofurane). Yields the product O=S1(OC2=C(CC1C)C=CC=C2S(=O)(=O)N)=O (3,4-dihydro-2,2-dioxo-3-methyl-1,2-benzoxathiin-8-ylsulfonamide). Reaction SMILES: Br[C:2]1[CH:3]=[C:4]([S:15]([NH2:18])(=[O:17])=[O:16])[C:5]2[O:10][S:9](=[O:12])(=[O:11])[CH:8]([CH3:13])[CH2:7][C:6]=2[CH:14]=1.C([O-])(=O)C.[Na+]>[Pd].O1CCCC1>[O:12]=[S:9]1(=[O:11])[CH:8]([CH3:13])[CH2:7][C:6]2[CH:14]=[CH:2][CH:3]=[C:4]([S:15]([NH2:18])(=[O:16])=[O:17])[C:5]=2[O:10]1 |f:1.2|. Reported procedure: 2,2 g of 6-bromo-3,4-dihydro-2,2-dioxo-3-methyl-1,2-benzoxathiin-8-ylsulfonamide are hydrogenated in the presence of 0.7 g of sodium acetate and 0.3 g of 5% palladium on carbon catalyst at 20° C. and 1 bar in 45 ml of tetrahydrofurane. The catalyst is removed, the solvent evaporated, the residue taken up with a mixture of water and ethyl acetate. The organic phase is separated, washed with a saturated aqueous solution of sodium chloride, dried and concentrated. The residue is crystallised from a... The reactants are FC(C1=CC=C(C=C1)S(=O)(=O)Cl)(F)F (4-(trifluoromethyl)benzene-1-sulfonyl chloride), FC1=CC=C(C=C1)N1N=CC2=C1C=C1CCN(C[C@]1(C2)C(=O)C=2N=C(SC2)[Si](C)(C)C)C(=O)OC(C)(C)C ((R)-tert-butyl 1-(4-fluorophenyl)-4a-(2-(trimethylsilyl)thiazole-4-carbonyl)-4a,5,7,8-tetrahydro-1H-pyrazolo[3,4-g]isoquinoline-6(4H)-carboxylate), C(C)(C)N(CC)C(C)C (diisopropylethylamine). The solvent is ClCCl (dichloromethane), Cl.O1CCOCC1 (HCl dioxane). Reaction conditions: time 0.5 hour. Product: FC1=CC=C(C=C1)N1N=CC2=C1C=C1CCN(C[C@]1(C2)C(=O)C=2N=CSC2)S(=O)(=O)C2=CC=C(C=C2)C(F)(F)F ((R)-(1-(4-fluorophenyl)-6-((4-(trifluoromethyl)phenyl)sulfonyl)-4,4a,5,6,7,8-hexahydro-1H-pyrazolo[3,4-g]isoquinolin-4a-yl)(thiazol-4-yl)methanone). Yield: 72.6%. Reaction SMILES: [F:1][C:2]1[CH:7]=[CH:6][C:5]([N:8]2[C:12]3[CH:13]=[C:14]4[C@:19]([C:21]([C:23]5[N:24]=[C:25]([Si](C)(C)C)[S:26][CH:27]=5)=[O:22])([CH2:20][C:11]=3[CH:10]=[N:9]2)[CH2:18][N:17](C(OC(C)(C)C)=O)[CH2:16][CH2:15]4)=[CH:4][CH:3]=1.[F:39][C:40]([F:52])([F:51])[C:41]1[CH:46]=[CH:45][C:44]([S:47](Cl)(=[O:49])=[O:48])=[CH:43][CH:42]=1.C(N(C(C)C)CC)(C)C>Cl.O1CCOCC1.ClCCl>[F:1][C:2]1[CH:3]=[CH:4][C:5]([N:8]2[C:12]3[CH:13]=[C:14]4[C@:19]([C:21]([C:23]5[N:24]=[CH:25][S:26][CH:27]=5)=[O:22])([CH2:20][C:11]=3[CH:10]=[N:9]2)[CH2:18][N:17]([S:47]([C:44]2[CH:43]=[CH:42][C:41]([C:40]([F:39])([F:51])[F:52])=[CH:46][CH:45]=2)(=[O:49])=[O:48])[CH2:16][CH2:15]4)=[CH:6][CH:7]=1 |f:3.4|. Procedure details: A solution of (R)-tert-butyl 1-(4-fluorophenyl)-4a-(2-(trimethylsilyl)thiazole-4-carbonyl)-4a,5,7,8-tetrahydro-1H-pyrazolo[3,4-g]isoquinoline-6(4H)-carboxylate (76 mg, 0.103 mmol) in 4 M HCl/dioxane (3 mL) was stirred at room temperature for 1 hour. The solvent was removed in vacuo (azeotroping twice with toluene (˜4 mL)) to give a dark orange oil. This was dissolved in dichloromethane (3 mL) and 4-(trifluoromethyl)benzene-1-sulfonyl chloride (30.3 mg, 0.124 mmol) was added followed by diisoprop...